From a dataset of the Open Reaction Database (ORD), a public repository of structured organic reaction records. describe an organic reaction: reactants, conditions, products, and yield Starting materials: C([O-])(O)=O.[Na+] (sodium bicarbonate), CC=1C=C2C(C(NC2=CC1)=O)=O (5-methylisatin), [H-].[Na+] (sodium hydride), C(C)(=O)OC(C)=O (acetic anhydride). Solvent: C1(=CC=CC=C1)C (toluene). Reaction conditions: temperature 0 celsius. The product is C(C)(=O)N1C(=O)C(=O)C2=CC(=CC=C12)C (1-acetyl-5-methylisatin). Isolated yield 47.6%. Reaction SMILES: [CH3:1][C:2]1[CH:3]=[C:4]2[C:8](=[CH:9][CH:10]=1)[NH:7][C:6](=[O:11])[C:5]2=[O:12].[H-].[Na+].[C:15](OC(=O)C)(=[O:17])[CH3:16].C(=O)(O)[O-].[Na+]>C1(C)C=CC=CC=1>[C:15]([N:7]1[C:8]2[C:4](=[CH:3][C:2]([CH3:1])=[CH:10][CH:9]=2)[C:5](=[O:12])[C:6]1=[O:11])(=[O:17])[CH3:16] |f:1.2,4.5|. Reported procedure: With stirring at 0° C., 8.06 g (50.0 mmols) of 5-methylisatin was added by small portions to a solution of 2.00 g (50.0 mmols) of sodium hydride in toluene. While stirring under ice cooling, 4.7 ml (50.0 mmols) of acetic anhydride was dropwise added to the mixture followed by heating at 80° C. for further an hour with stirring. After completion of the reaction, an aqueous saturated sodium bicarbonate solution was added to the reaction mixture. The crystals were filtered, washed with water and dr... Solvent: O (water), O (water). Product: F[B-](F)(F)F.C(C=C)[P+](C1=CC=CC=C1)(C1=CC=CC=C1)C1=CC=CC=C1 (allyltriphenylphosphonium tetrafluoroborate). Procedure: 9.6 parts of allyltriphenylphosphonium bromide prepared in the above Synthetic Example 1 was dissolved in 140 parts of water and a solution of 2.8 parts of sodium tetrafluoroborate in 9 parts of water was slowly added dropwise thereto. After 5 hr stirring, the resulting colorless crystals were collected by filtration, washed with 200 parts of water, and dried to obtain 6.5 parts of allyltriphenylphosphonium tetrafluoroborate (compound No. 1). Starting materials: [Br-].C(C=C)[P+](C1=CC=CC=C1)(C1=CC=CC=C1)C1=CC=CC=C1 (allyltriphenylphosphonium bromide), F[B-](F)(F)F.[Na+] (sodium tetrafluoroborate). RXN SMILES: [Br-].[CH2:2]([P+:5]([C:18]1[CH:23]=[CH:22][CH:21]=[CH:20][CH:19]=1)([C:12]1[CH:17]=[CH:16][CH:15]=[CH:14][CH:13]=1)[C:6]1[CH:11]=[CH:10][CH:9]=[CH:8][CH:7]=1)[CH:3]=[CH2:4].[F:24][B-:25]([F:28])([F:27])[F:26].[Na+]>O>[F:24][B-:25]([F:28])([F:27])[F:26].[CH2:2]([P+:5]([C:18]1[CH:23]=[CH:22][CH:21]=[CH:20][CH:19]=1)([C:6]1[CH:7]=[CH:8][CH:9]=[CH:10][CH:11]=1)[C:12]1[CH:17]=[CH:16][CH:15]=[CH:14][CH:13]=1)[CH:3]=[CH2:4] |f:0.1,2.3,5.6|. Reaction conditions: time 5 hour. Reaction SMILES: P12(SP3(SP(SP(S3)(S1)=S)(=S)S2)=S)=[S:2].[C:15]([O:19][C:20]([N:22]1[CH2:26][CH2:25][CH:24]([C:27](=O)[NH2:28])[CH:23]1[C:30]1[CH:35]=[C:34]([CH3:36])[N:33]=[C:32]([N:37]2[CH:41]=[CH:40][N:39]=[CH:38]2)[N:31]=1)=[O:21])([CH3:18])([CH3:17])[CH3:16].O>C(COC)OC>[C:15]([O:19][C:20]([N:22]1[CH2:26][CH2:25][CH:24]([C:27](=[S:2])[NH2:28])[CH:23]1[C:30]1[CH:35]=[C:34]([CH3:36])[N:33]=[C:32]([N:37]2[CH:41]=[CH:40][N:39]=[CH:38]2)[N:31]=1)=[O:21])([CH3:18])([CH3:17])[CH3:16]. The reactants are P12(=S)SP3(=S)SP(=S)(S1)SP(=S)(S2)S3 (P2S5), C(C)(C)(C)OC(=O)N1C(C(CC1)C(N)=O)C1=NC(=NC(=C1)C)N1C=NC=C1 (3-carbamoyl-2-(2-imidazol-1-yl-6-methyl-pyrimidin-4-yl)-pyrrolidine-1-carboxylic acid tert-butyl ester), O (Water). Procedure: P2S5 (60 mg, 0.27 mmol) was added to a solution of 3-carbamoyl-2-(2-imidazol-1-yl-6-methyl-pyrimidin-4-yl)-pyrrolidine-1-carboxylic acid tert-butyl ester (10 mg, 0.30 mmol) in dimethoxyethane (10 mL) at rt under an atmosphere of N2. The reaction mixture was heated to 100° C. for 2 h then cooled to rt. Water (20 mL) was added and the solution was extracted with DCM (3×30 mL). The combined organics were dried over Na2SO4, filtered and concentrated under vacuum to afford 100 mg (86%) of 2-(2-imidaz... The solvent is C(OC)COC (dimethoxyethane). Yields the product C(C)(C)(C)OC(=O)N1C(C(CC1)C(N)=S)C1=NC(=NC(=C1)C)N1C=NC=C1 (2-(2-imidazol-1-yl-6-methyl-pyrimidin-4-yl)-3-thiocarbamoyl-pyrrolidine-1-carboxylic acid tert-butyl ester). Isolated yield 95.3%. Reaction conditions: temperature 100 celsius.